Task: describe an organic reaction: reactants, conditions, products, and yield. Dataset: the Open Reaction Database (ORD), a public repository of structured organic reaction records Starting materials: CC(C)(C)[O-].[K+] (t-BuOK), N#N (N2), CC(C)(C)[O-].[K+] (t-BuOK), C(#N)CC(=O)N (cyanoacetamide), CC(\C=C\CC)=O ((3E)-3-hexen-2-one), O=O (oxygen). Run in Cl (HCl), CC#N (CH3CN). Reaction conditions: time 30 minute. Product: C(C)C1=CC(=C(C(N1)=O)C#N)C (6-ethyl-4-methyl-2-oxo-1,2-dihydro-3-pyridinecarbonitrile). Yield: 20.1%. Reaction SMILES: CC([O-])(C)C.[K+].[C:7]([CH2:9][C:10]([NH2:12])=[O:11])#[N:8].[CH3:13][C:14](=O)/[CH:15]=[CH:16]/[CH2:17][CH3:18].N#N.O=O>CC#N.Cl>[CH2:14]([C:15]1[NH:12][C:10](=[O:11])[C:9]([C:7]#[N:8])=[C:17]([CH3:18])[CH:16]=1)[CH3:13] |f:0.1|. Procedure: To a solution of t-BuOK (17.2 g, 153 mmol) and cyanoacetamide (13 g, 153 mmol) in CH3CN (225 mL) was added (3E)-3-hexen-2-one (15 g, 153 mmol) at room temperature under N2 atmosphere. The reaction mixture was stirred for 30 min. To the reaction mixture was added additional t-BuOK (51.4 g), and the N2 was displaced by oxygen. After stirring for 1 h without external cooling, the mixture was diluted with 4 N HCl, which was added slowly and with good stirring. The mixture was filtered, washed with E... Reactants: BrC1=C(N)C=CC(=C1)CC (2-bromo-4-ethylaniline), FC(C=1C=C(C=CC1)B(O)O)(F)F (3-trifluoromethylbenzene boronic acid). The product is FC(C=1C=C(C=CC1)C1=C(N)C=CC(=C1)CC)(F)F (2-(3-trifluoromethylphenyl)-4-ethylaniline). RXN SMILES: Br[C:2]1[CH:8]=[C:7]([CH2:9][CH3:10])[CH:6]=[CH:5][C:3]=1[NH2:4].[F:11][C:12]([F:23])([F:22])[C:13]1[CH:14]=[C:15](B(O)O)[CH:16]=[CH:17][CH:18]=1>>[F:11][C:12]([F:23])([F:22])[C:13]1[CH:18]=[C:17]([C:2]2[CH:8]=[C:7]([CH2:9][CH3:10])[CH:6]=[CH:5][C:3]=2[NH2:4])[CH:16]=[CH:15][CH:14]=1. Reported procedure: 2-bromo-4-ethylaniline and 3-trifluoromethylbenzene boronic acid can be combined to form 2-(3-trifluoromethylphenyl)-4-ethylaniline, Starting materials: FC=1C=C(C=CC1I)N1C(O[C@H](C1)CNC(C)=O)=O (N-{[(5S)-3-(3-Fluoro-4-iodophenyl)-2-oxo-1,3-oxazolidin-5-yl]methyl}acetamide), C[Sn](C1=CC=C(S1)C1=NOC(C1)CO)(C)C ({3-[5-(trimethylstannyl)thien-2-yl]-4,5-dihydroisoxazol-5-yl}methanol), O1C(=CC=C1)P(C=1OC=CC1)C=1OC=CC1 (tri-2-furylphosphine). Reagents/catalysts: C1=CC=C(C=C1)/C=C/C(=O)/C=C/C2=CC=CC=C2.C1=CC=C(C=C1)/C=C/C(=O)/C=C/C2=CC=CC=C2.C1=CC=C(C=C1)/C=C/C(=O)/C=C/C2=CC=CC=C2.C(Cl)(Cl)Cl.[Pd].[Pd] (tris(dibenzylideneacetone)dipalladium (0)-chloroform adduct). Reaction conditions: temperature 90 celsius. Product: FC=1C=C(C=CC1C=1SC(=CC1)C1=NOC(C1)CO)N1C(O[C@H](C1)CNC(C)=O)=O (N-{[(5S)-3-(3-Fluoro-4-{5-[5-(hydroxymethyl)-4,5-dihydroisoxazol-3-yl]thien-2-yl}phenyl)-2-oxo-1,3-oxazolidin-5-yl]methyl}acetamide). The yield is 57.5%. Reaction SMILES: [F:1][C:2]1[CH:3]=[C:4]([N:9]2[CH2:13][C@H:12]([CH2:14][NH:15][C:16](=[O:18])[CH3:17])[O:11][C:10]2=[O:19])[CH:5]=[CH:6][C:7]=1I.C[Sn](C)(C)[C:22]1[S:26][C:25]([C:27]2[CH2:31][CH:30]([CH2:32][OH:33])[O:29][N:28]=2)=[CH:24][CH:23]=1.O1C=CC=C1P(C1OC=CC=1)C1OC=CC=1>C1C=CC(/C=C/C(/C=C/C2C=CC=CC=2)=O)=CC=1.C1C=CC(/C=C/C(/C=C/C2C=CC=CC=2)=O)=CC=1.C1C=CC(/C=C/C(/C=C/C2C=CC=CC=2)=O)=CC=1.C(Cl)(Cl)Cl.[Pd].[Pd]>[F:1][C:2]1[CH:3]=[C:4]([N:9]2[CH2:13][C@H:12]([CH2:14][NH:15][C:16](=[O:18])[CH3:17])[O:11][C:10]2=[O:19])[CH:5]=[CH:6][C:7]=1[C:22]1[S:26][C:25]([C:27]2[CH2:31][CH:30]([CH2:32][OH:33])[O:29][N:28]=2)=[CH:24][CH:23]=1 |f:3.4.5.6.7.8|. Procedure: N-{[(5S)-3-(3-Fluoro-4-iodophenyl)-2-oxo-1,3-oxazolidin-5-yl]methyl}acetamide (273 mg, 0.72 mM), {3-[5-(trimethylstannyl)thien-2-yl]-4,5-dihydroisoxazol-5-yl}methanol (250 mg, 0.72 mM), tris(dibenzylideneacetone)dipalladium (0)-chloroform adduct (75 mg, 0.072 mM) and tri-2-furylphosphine (34 mg, 0.145 mM) were placed in a flask. The solids were degassed and placed under nitrogen. Anhydrous dioxane (5 ml) was added and the suspension was heated at 90° C. for 16 hours. The reaction mixture was coo... The reactants are C(C1=CC=CC=C1)OC(CC1(CCC(CC1)=O)O)=O ((1-Hydroxy-4-oxo-cyclohexyl)-acetic acid benzyl ester), C(=O)(OC(C)(C)C)NCCN (2-(Boc-amino)ethylamine), C(C)(=O)O[BH-](OC(C)=O)OC(C)=O.[Na+] (Sodium triacetoxyborohydride). Reagents/catalysts: [O-]CC.[Ti+4].[O-]CC.[O-]CC.[O-]CC (Titanium ethoxide). The solvent is C(Cl)Cl (DCM). Reaction conditions: time 5 hour. The product is C(C1=CC=CC=C1)OC(CC1(CCC(CC1)NCCNC(=O)OC(C)(C)C)O)=O ([4-(2-tert-Butoxycarbonylamino-ethylamino)-1-hydroxy-cyclohexyl]-acetic acid benzyl ester). RXN SMILES: [CH2:1]([O:8][C:9](=[O:19])[CH2:10][C:11]1([OH:18])[CH2:16][CH2:15][C:14](=O)[CH2:13][CH2:12]1)[C:2]1[CH:7]=[CH:6][CH:5]=[CH:4][CH:3]=1.[C:20]([NH:27][CH2:28][CH2:29][NH2:30])([O:22][C:23]([CH3:26])([CH3:25])[CH3:24])=[O:21].C(O[BH-](OC(=O)C)OC(=O)C)(=O)C.[Na+]>C(Cl)Cl.[O-]CC.[Ti+4].[O-]CC.[O-]CC.[O-]CC>[CH2:1]([O:8][C:9](=[O:19])[CH2:10][C:11]1([OH:18])[CH2:16][CH2:15][CH:14]([NH:30][CH2:29][CH2:28][NH:27][C:20]([O:22][C:23]([CH3:26])([CH3:25])[CH3:24])=[O:21])[CH2:13][CH2:12]1)[C:2]1[CH:7]=[CH:6][CH:5]=[CH:4][CH:3]=1 |f:2.3,5.6.7.8.9|. Procedure: Titanium ethoxide (0.47 mL, 2.24 mmol) was added to a solution of (1-Hydroxy-4-oxo-cyclohexyl)-acetic acid benzyl ester (1.22 g, 4.65 mmol) and 2-(Boc-amino)ethylamine (0.97 g, 6.05 mmol) in DCM (5.0 mL) under argon. The reaction was stirred at RT for 5 hr. The reaction was concentrated in vacuo. The residue was diluted with methanol (23 mL) under argon and cooled to −78° C. Sodium triacetoxyborohydride (1.49 g, 7.03 mmol) was added in one portion and the reaction allowed to slowly warm to RT ov... Starting materials: N (ammonia), ClS(=O)(=O)C=1C=C(C2=C(OCCO2)C1)C(=O)O (7-chlorosulfonyl-1,4-benzodioxane-5-carboxylic acid). Solvent: O (water). The product is S(N)(=O)(=O)C=1C=C(C2=C(OCCO2)C1)C(=O)O (7-sulfamoyl-1,4-benzodioxane-5-carboxylic acid). Isolated yield 86.4%. As a reaction SMILES: [NH3:1].Cl[S:3]([C:6]1[CH:7]=[C:8]([C:16]([OH:18])=[O:17])[C:9]2[O:14][CH2:13][CH2:12][O:11][C:10]=2[CH:15]=1)(=[O:5])=[O:4]>O>[S:3]([C:6]1[CH:7]=[C:8]([C:16]([OH:18])=[O:17])[C:9]2[O:14][CH2:13][CH2:12][O:11][C:10]=2[CH:15]=1)(=[O:5])(=[O:4])[NH2:1]. Reported procedure: 209 g of 34% ammonia and 97 g of 7-chlorosulfonyl-1,4-benzodioxane-5-carboxylic acid were introduced into a balloon flask provided with an agitator and a thermometer at a temperature of 5°-10° C. The mixture was agitated at ambient temperature and then the precipitate was dissolved in 415 cm3 of water. The solution was filtered and treated with 140 cm3 of concentrated hydrochloric acid. The crystals were dried off, washed with water and dried. 78 g of 7-sulfamoyl-1,4-benzodioxane-5-carboxylic ac... Reactants: Cc1ccccc1, CC(C)=O, NO, O=C(O)c1ccccc1. The product is NO, O=C(O)c1ccccc1. Reaction SMILES: [CH3:12][c:13]1[cH:14][cH:15][cH:16][cH:17][cH:18]1.[CH3:19][C:20](=[O:21])[CH3:22].[NH2:1][OH:2].[OH:3][C:4](=[O:5])[c:6]1[cH:7][cH:8][cH:9][cH:10][cH:11]1>>[NH2:1][OH:2].[O:3]=[C:4]([OH:5])[c:6]1[cH:7][cH:8][cH:9][cH:10][cH:11]1. Reactants: C(C)(C)(C)ON=C1C=C(OC2=CC=C(C=C12)O)C1=CC2=C(C=N1)C=CS2 (6-Hydroxy-2-thieno[3,2-c]pyridin-6-yl-chromen-4-one O-tert-butyl-oxime), Cl.ClCCN1CCOCC1 (4-(2-chloroethyl)morpholine hydrochloride). The product is C(C)(C)(C)ON=C1C=C(OC2=CC=C(C=C12)OCCN1CCOCC1)C1=CC2=C(C=N1)C=CS2 (6-(2-Morpholin-4-yl-ethoxy)-2-thieno[3,2-c]pyridin-6-yl-chromen-4-one O-tert-butyl-oxime), title compound. Isolated yield 62.0%. RXN SMILES: [C:1]([O:5][N:6]=[C:7]1[C:16]2[C:11](=[CH:12][CH:13]=[C:14]([OH:17])[CH:15]=2)[O:10][C:9]([C:18]2[N:23]=[CH:22][C:21]3[CH:24]=[CH:25][S:26][C:20]=3[CH:19]=2)=[CH:8]1)([CH3:4])([CH3:3])[CH3:2].Cl.Cl[CH2:29][CH2:30][N:31]1[CH2:36][CH2:35][O:34][CH2:33][CH2:32]1>>[C:1]([O:5][N:6]=[C:7]1[C:16]2[C:11](=[CH:12][CH:13]=[C:14]([O:17][CH2:29][CH2:30][N:31]3[CH2:36][CH2:35][O:34][CH2:33][CH2:32]3)[CH:15]=2)[O:10][C:9]([C:18]2[N:23]=[CH:22][C:21]3[CH:24]=[CH:25][S:26][C:20]=3[CH:19]=2)=[CH:8]1)([CH3:4])([CH3:2])[CH3:3] |f:1.2|. Procedure: 6-(2-Morpholin-4-yl-ethoxy)-2-thieno[3,2-c]pyridin-6-yl-chromen-4-one O-tert-butyl-oxime was prepared in 62% yield using the procedure described in example 85A, starting from 6-Hydroxy-2-thieno[3,2-c]pyridin-6-yl-chromen-4-one O-tert-butyl-oxime (example 127B) and 4-(2-chloroethyl)morpholine hydrochloride. The title compound was isolated as a yellow solid. The reactants are COC(=O)CC(NCc1ccccc1[N+](=O)[O-])C(=O)OC, CO, [H][H], O=[Pt]. The product is COC(=O)CC(NCc1ccccc1N)C(=O)OC. RXN SMILES: [CH3:1][O:2][C:3]([CH:4]([CH2:5][C:6](=[O:7])[O:8][CH3:9])[NH:10][CH2:11][c:12]1[c:13]([N+:18]([O-:19])=[O:20])[cH:14][cH:15][cH:16][cH:17]1)=[O:21].[CH3:24][OH:25].[H:22][H:23].[Pt:26]=[O:27]>>[CH3:1][O:2][C:3]([CH:4]([CH2:5][C:6](=[O:7])[O:8][CH3:9])[NH:10][CH2:11][c:12]1[c:13]([NH2:18])[cH:14][cH:15][cH:16][cH:17]1)=[O:21].